Task: describe an organic reaction: reactants, conditions, products, and yield. Dataset: the Open Reaction Database (ORD), a public repository of structured organic reaction records Reactants: ClC1=C2C=CC(=NC2=NC=C1)C (5-Chloro-2-methyl-[1,8]naphthyridine), NC1=C(C=CC(=C1)OCC1=CC(=CC=C1)C)SC1=CC=C(C=C1)NC(C)=O (N-{4-[2-Amino-4-(3-methyl-benzyloxy)-phenylsulfanyl]-phenyl}-acetamide). Solvent: C(C)O (ethanol). The product is CC=1C=C(COC2=CC(=C(C=C2)SC2=CC=C(C=C2)NC(C)=O)NC2=CC=NC3=NC(=CC=C23)C)C=CC1 (N-{4-[4-(3-Methyl-benzyloxy)-2-(7-methyl-[1,8]naphthyridin-4-ylamino)-phenylsulfanyl]-phenyl}-acetamide). RXN SMILES: Cl[C:2]1[CH:11]=[CH:10][N:9]=[C:8]2[C:3]=1[CH:4]=[CH:5][C:6]([CH3:12])=[N:7]2.[NH2:13][C:14]1[CH:19]=[C:18]([O:20][CH2:21][C:22]2[CH:27]=[CH:26][CH:25]=[C:24]([CH3:28])[CH:23]=2)[CH:17]=[CH:16][C:15]=1[S:29][C:30]1[CH:35]=[CH:34][C:33]([NH:36][C:37](=[O:39])[CH3:38])=[CH:32][CH:31]=1>C(O)C>[CH3:28][C:24]1[CH:23]=[C:22]([CH:27]=[CH:26][CH:25]=1)[CH2:21][O:20][C:18]1[CH:17]=[CH:16][C:15]([S:29][C:30]2[CH:35]=[CH:34][C:33]([NH:36][C:37](=[O:39])[CH3:38])=[CH:32][CH:31]=2)=[C:14]([NH:13][C:2]2[C:3]3[C:8](=[N:7][C:6]([CH3:12])=[CH:5][CH:4]=3)[N:9]=[CH:10][CH:11]=2)[CH:19]=1. Procedure: The product from Example 7d (18 mg, 0.085 mmol) was reacted in ethanol (1 mL) with the product from Example 39a (32 mg, 0.085 mmol) for 18 h following the procedure from Example 7g giving the crude title compound which was purified by HPLC with TFA providing the product as a trifluoroacetic acid salt (14 mg, 26%). 1H NMR (300 MHz, DMSO-d6) δ ppm: 0.97 (t, J=7.35 Hz, 3 H) 1.62-1.93 (m, 2 H) 2.02 (s, 3 H) 2.31 (s, 3 H) 2.99 (t, J=7.35 Hz, 2 H) 5.11 (s, 2 H) 6.30 (d, J=6.99 Hz, 1 H) 6.97-7.33 (m, 8...